Dataset: the Open Reaction Database (ORD), a public repository of structured organic reaction records. Task: describe an organic reaction: reactants, conditions, products, and yield Yield: 83.0%. Product: FC1=C(C=CC(=C1)F)C1CC(C2=CC(=CC=C12)O)=O (3-(2,4-Difluorophenyl)-2,3-dihydro-6-hydroxyinden-1-one). The reactants are FC1=C(C=CC(=C1)F)/C=C/C(=O)C1=CC(=CC=C1)O ((E)-3-(2,4-Difluorophenyl)-1-(3-hydroxyphenyl)prop-2-en-1-one), OC=1C=C(C=CC1)C(\C=C\C1=CC=CC=C1)=O ((E)-1-(3-hydroxyphenyl)-3-phenylprop-2-en-1-one). As a reaction SMILES: [F:1][C:2]1[CH:7]=[C:6]([F:8])[CH:5]=[CH:4][C:3]=1/[CH:9]=[CH:10]/[C:11]([C:13]1[CH:18]=[CH:17][CH:16]=[C:15]([OH:19])[CH:14]=1)=[O:12].OC1C=C(C(=O)/C=C/C2C=CC=CC=2)C=CC=1>>[F:1][C:2]1[CH:7]=[C:6]([F:8])[CH:5]=[CH:4][C:3]=1[CH:9]1[C:18]2[C:13](=[CH:14][C:15]([OH:19])=[CH:16][CH:17]=2)[C:11](=[O:12])[CH2:10]1. Run at time 16 hour. Procedure details: The procedure of Step 2 of Example 1 was repeated except for using (E)-3-(2,4-difluorophenyl)-1-(3-hydroxyphenyl)prop-2-en-1-one obtained in Step 1 as a starting material instead of (E)-1-(3-hydroxyphenyl)-3-phenylprop-2-en-1-one and being stirred for 16 h to obtain the title compound (83%).